This data is from the Open Reaction Database (ORD), a public repository of structured organic reaction records. The task is: describe an organic reaction: reactants, conditions, products, and yield Starting materials: N1=CC(=CC=C1)CO (3-pyridinemethanol), [Cl-].[Na+] (sodium chloride), NCC1=CC=C(C(=O)O)C=C1 (4-aminomethylbenzoic acid), CN(C=O)C (N,N-dimethylformamide), CN(C=O)C (N,N-dimethylformamide), N,N′-carbonyldiimidazole, [OH-].[Na+] (sodium hydroxide), Cl (hydrochloric acid). Conditions: time 6 hour. Product: N1=CC(=CC=C1)COC(=O)NCC1=CC=C(C(=O)O)C=C1 (4-[N-(pyridin-3-ylmethoxycarbonyl)amino-methyl]benzoic acid). The yield is 98.0%. As a reaction SMILES: [N:1]1[CH:6]=[CH:5][CH:4]=[C:3]([CH2:7][OH:8])[CH:2]=1.[OH-].[Na+].[NH2:11][CH2:12][C:13]1[CH:21]=[CH:20][C:16]([C:17]([OH:19])=[O:18])=[CH:15][CH:14]=1.[Cl-].[Na+].Cl.CN(C)[CH:27]=[O:28]>>[N:1]1[CH:6]=[CH:5][CH:4]=[C:3]([CH2:7][O:8][C:27]([NH:11][CH2:12][C:13]2[CH:14]=[CH:15][C:16]([C:17]([OH:19])=[O:18])=[CH:20][CH:21]=2)=[O:28])[CH:2]=1 |f:1.2,4.5|. Procedure: A N,N-dimethylformamide (150 ml) solution including 65.4 g (0.6 mole) of 3-pyridinemethanol was added dropwise to a N,N-dimethylformamide (300 ml) suspension including 97.2 g (0.6 mole) of N,N′-carbonyldiimidazole at an internal temperature of 10° C. or less. The mixture was then added dropwise to a separately prepared 1 N aqueous sodium hydroxide solution (455 ml) including 75.5 g (0.5 mole) of 4-aminomethylbenzoic acid, followed by stirring at room temperature for 6 hours. To the resultant rea... The product is CNc1cc(Oc2ccc3c(C(=O)O)cccc3c2)ccn1. Starting materials: CCOC(C)=O, CN, O=C(O)c1cccc2cc(Oc3ccnc(Cl)c3)ccc12, Cl, O. Reaction SMILES: [CH3:25][CH2:26][O:27][C:28]([CH3:29])=[O:30].[CH3:2][NH2:3].[Cl:4][c:5]1[n:6][cH:7][cH:8][c:9]([O:11][c:12]2[cH:13][c:14]3[cH:15][cH:16][cH:17][c:18]([C:22](=[O:23])[OH:24])[c:19]3[cH:20][cH:21]2)[cH:10]1.[ClH:1].[OH2:31]>>[CH3:2][NH:3][c:5]1[n:6][cH:7][cH:8][c:9]([O:11][c:12]2[cH:13][c:14]3[cH:15][cH:16][cH:17][c:18]([C:22](=[O:23])[OH:24])[c:19]3[cH:20][cH:21]2)[cH:10]1.